Dataset: the Open Reaction Database (ORD), a public repository of structured organic reaction records. Task: describe an organic reaction: reactants, conditions, products, and yield Starting materials: ClC1=CC=C(C=N1)O (6-chloropyridin-3-ol), OC1CN(CC1)C(=O)OC(C)(C)C (tert-butyl 3-hydroxypyrrolidine-1-carboxylate). The product is C(C)(C)(C)OC(=O)N1CC(CC1)OC=1C=NC(=CC1)Cl (tert-Butyl-3-((6-chloropyridin-3-yl)oxy)pyrrolidine-1-carboxylate). As a reaction SMILES: [Cl:1][C:2]1[N:7]=[CH:6][C:5]([OH:8])=[CH:4][CH:3]=1.O[CH:10]1[CH2:14][CH2:13][N:12]([C:15]([O:17][C:18]([CH3:21])([CH3:20])[CH3:19])=[O:16])[CH2:11]1>>[C:18]([O:17][C:15]([N:12]1[CH2:13][CH2:14][CH:10]([O:8][C:5]2[CH:6]=[N:7][C:2]([Cl:1])=[CH:3][CH:4]=2)[CH2:11]1)=[O:16])([CH3:21])([CH3:19])[CH3:20]. Procedure details: The title compound was prepared by following the similar procedure as described in intermediate-6, using 6-chloropyridin-3-ol and tert-butyl 3-hydroxypyrrolidine-1-carboxylate; MS: 299.0 (M+1) Yields the product Cc1nc(N)cc(-c2nc3ccccc3nc2Nc2cccc3[nH]ncc23)n1. The reactants are N, C1COCCO1, Cc1nc(-c2nc3ccccc3nc2Nc2cccc3[nH]ncc23)cc(S(C)=O)n1. As a reaction SMILES: [NH3:31].[O:32]1[CH2:33][CH2:34][O:35][CH2:36][CH2:37]1.[nH:1]1[n:2][cH:3][c:4]2[c:5]([NH:10][c:11]3[n:12][c:13]4[cH:14][cH:15][cH:16][cH:17][c:18]4[n:19][c:20]3-[c:21]3[n:22][c:23]([CH3:30])[n:24][c:25]([S:27]([CH3:28])=[O:29])[cH:26]3)[cH:6][cH:7][cH:8][c:9]12>>[nH:1]1[n:2][cH:3][c:4]2[c:5]([NH:10][c:11]3[n:12][c:13]4[cH:14][cH:15][cH:16][cH:17][c:18]4[n:19][c:20]3-[c:21]3[n:22][c:23]([CH3:30])[n:24][c:25]([NH2:31])[cH:26]3)[cH:6][cH:7][cH:8][c:9]12. The reactants are BrCCCCBr (1,4-dibromobutane), [H-].[Na+] (sodium hydride), C1(NC(CCC2=C1C=CC=C2)=O)=O (1,3,4,5-tetrahydro-2-benzazepine-1,3-dione). The solvent is CN(C=O)C (dimethylformamide). The product is BrCCCCN1C(C2=C(CCC1=O)C=CC=C2)=O (2-(4-bromobutyl)-1,3,4,5-tetrahydro-2-benzazepine-1,3-dione). The yield is 60.0%. As a reaction SMILES: [C:1]1(=[O:13])[C:7]2[CH:8]=[CH:9][CH:10]=[CH:11][C:6]=2[CH2:5][CH2:4][C:3](=[O:12])[NH:2]1.[Br:14][CH2:15][CH2:16][CH2:17][CH2:18]Br.[H-].[Na+]>CN(C)C=O>[Br:14][CH2:15][CH2:16][CH2:17][CH2:18][N:2]1[C:3](=[O:12])[CH2:4][CH2:5][C:6]2[CH:11]=[CH:10][CH:9]=[CH:8][C:7]=2[C:1]1=[O:13] |f:2.3|. Procedure: A solution of 200 mg of 1,3,4,5-tetrahydro-2-benzazepine-1,3-dione dissolved in 20 ml of dimethylformamide was ice-cooled, and then 0.209 ml (1.5 equivalents) of 1,4-dibromobutane, 54.8 mg (1.2 equivalents) of 60% sodium hydride were added, followed by stirring under ice-cooling for 1.5 hours. The reaction treatment and purification were conducted in the same manner as in Example 13, to obtain 213 mg of the desired compound (yield 60%). Starting materials: [Br-], N#Cc1ccc(C=O)cc1, CCCC1CCC(C[P+](c2ccccc2)(c2ccccc2)c2ccccc2)CC1, C1CCOC1, CC(C)(C)[O-], [K+], O. Yields the product CCCC1CCC(C=Cc2ccc(C#N)cc2)CC1. As a reaction SMILES: [Br-:1].[C:37](#[N:38])[c:39]1[cH:40][cH:41][c:42]([CH:43]=[O:44])[cH:45][cH:46]1.[CH2:2]([CH2:3][CH3:4])[CH:5]1[CH2:6][CH2:7][CH:8]([CH2:11][P+:12]([c:13]2[cH:14][cH:15][cH:16][cH:17][cH:18]2)([c:19]2[cH:20][cH:21][cH:22][cH:23][cH:24]2)[c:25]2[cH:26][cH:27][cH:28][cH:29][cH:30]2)[CH2:9][CH2:10]1.[CH2:48]1[O:49][CH2:50][CH2:51][CH2:52]1.[CH3:31][C:32]([CH3:33])([O-:34])[CH3:35].[K+:36].[OH2:47]>>[CH2:2]([CH2:3][CH3:4])[CH:5]1[CH2:6][CH2:7][CH:8]([CH:11]=[CH:43][c:42]2[cH:41][cH:40][c:39]([C:37]#[N:38])[cH:46][cH:45]2)[CH2:9][CH2:10]1. Reaction SMILES: [C:1]1([CH2:7][C@H:8]2[C:16]3[C:11](=[CH:12][CH:13]=[CH:14][CH:15]=3)[C@H:10]([OH:17])[CH2:9]2)[CH:6]=[CH:5][CH:4]=[CH:3][CH:2]=1.[Cl:18][C:19]([C:29]([F:32])([F:31])[F:30])=[CH:20][C@@H:21]1[C@H:23]([C:24](Cl)=[O:25])[C:22]1([CH3:28])[CH3:27].N1C=CC=CC=1>C1(C)C=CC=CC=1>[Cl:18][C:19]([C:29]([F:30])([F:31])[F:32])=[CH:20][C@@H:21]1[C@H:23]([C:24]([O:17][C@H:10]2[C:11]3[C:16](=[CH:15][CH:14]=[CH:13][CH:12]=3)[C@H:8]([CH2:7][C:1]3[CH:2]=[CH:3][CH:4]=[CH:5][CH:6]=3)[CH2:9]2)=[O:25])[C:22]1([CH3:28])[CH3:27]. Yield: 61.9%. Run in C1(=CC=CC=C1)C (toluene). The product is ClC(=C[C@H]1C([C@H]1C(=O)O[C@@H]1C[C@H](C2=CC=CC=C12)CC1=CC=CC=C1)(C)C)C(F)(F)F (trans-3-phenylmethyl-1-indanyl cis-3-(2-chloro-3,3,3-trifluoro-1-propenyl)-2,2-dimethylcyclopropanecarboxylate). Procedure: In the manner of Example 4, the reaction of 0.6 g (0.0027 mole) of trans-3-phenylmethyl-1-indanol (96% trans, 4% cis) and 0.704 g (0.0027 mole) of cis-3-(2-chloro-3,3,3-trifluoro-1-propenyl)-2,2-dimethylcyclopropanecarbonyl chloride (which may be prepared by method disclosed in U.S. Pat. No. 4,238,505, Example 7) in the presence of 0.214 g (0.0027 mole) of pyridine and 50 mL of toluene gave 0.75 g of trans-3-phenylmethyl-1-indanyl cis-3-(2-chloro-3,3,3-trifluoro-1-propenyl)-2,2-dimethylcycloprop... Reactants: N1=CC=CC=C1 (pyridine), C1(=CC=CC=C1)C[C@@H]1C[C@H](C2=CC=CC=C12)O (trans-3-phenylmethyl-1-indanol), ClC(=C[C@H]1C([C@H]1C(=O)Cl)(C)C)C(F)(F)F (cis-3-(2-chloro-3,3,3-trifluoro-1-propenyl)-2,2-dimethylcyclopropanecarbonyl chloride). Starting materials: BrC(C(=O)Br)C(C)C1=CC2=CC=C(C=C2C=C1)OC (2-bromo-3-(6-methoxy-2-naphthyl) butyrylbromide), C(C1=CC=CC=C1)(=S)N (thiobenzamide), N1=CC=CC=C1 (pyridine). Run in C1(=CC=CC=C1)C (toluene), C1(=CC=CC=C1)C (toluene). Reaction conditions: temperature 100 celsius. Yields the product COC=1C=C2C=CC(=CC2=CC1)C(C)C1=C(N=C(S1)C1=CC=CC=C1)O (5-[1-(6-methoxy-2-naphthyl)ethyl]-2-phenyl-4-hydroxythiazole). Isolated yield 35.4%. RXN SMILES: Br[CH:2]([CH:6]([C:8]1[CH:17]=[CH:16][C:15]2[C:10](=[CH:11][CH:12]=[C:13]([O:18][CH3:19])[CH:14]=2)[CH:9]=1)[CH3:7])[C:3](Br)=[O:4].[C:20]([NH2:28])(=[S:27])[C:21]1[CH:26]=[CH:25][CH:24]=[CH:23][CH:22]=1.N1C=CC=CC=1>C1(C)C=CC=CC=1>[CH3:19][O:18][C:13]1[CH:14]=[C:15]2[C:10](=[CH:11][CH:12]=1)[CH:9]=[C:8]([CH:6]([C:2]1[S:27][C:20]([C:21]3[CH:26]=[CH:25][CH:24]=[CH:23][CH:22]=3)=[N:28][C:3]=1[OH:4])[CH3:7])[CH:17]=[CH:16]2. Procedure details: To a solution of 2-bromo-3-(6-methoxy-2-naphthyl) butyrylbromide (386 mg, 1 mmol) in toluene (20 mL) was added thiobenzamide (137 mg, 1 mmol) and pyridine (0.16 mL, 2 mmol) in toluene (60 mL) at 23° C. The reaction mixture was heated at 100° C. for 4 hours and then cooled and the solvent removed in vacuo. Recrystallization of the residue from ethanol/ether provided the desired product (128 mg). mp 224°-226° C., 1H NMR (60 MHz, DMSO-d6) 1.30 (3H, d, J=7 Hz), 3.82 (3H, s), 3.92 (1H, g, J=7 Hz), 7.... The reactants are BrC1=CN=C2N1C=CN=C2Cl (3-Bromo-8-chloro-imidazo[1,2-a]pyrazine), NC1CCOCC1 (4-amino-tetrahydropyran), C(C)(C)(C)OC(=O)N1CCC(CC1)N (4-amino-piperidine-1-carboxylic acid tert-butyl ester), CSC1=NC=CC(=N1)[Sn](CCCC)(CCCC)CCCC (2-methylsulfanyl-4-tributylstannanyl-pyrimidine). Yields the product N1CCC(CC1)NC=1C=2N(C=CN1)C(=CN2)C2=NC(=NC=C2)NC2CCOCC2 (Piperidin-4-yl-{3-[2-(tetrahydro-pyran-4-ylamino)-pyrimidin-4-yl]-imidazo[1,2-a]pyrazin-8-yl}-amine). RXN SMILES: Br[C:2]1[N:6]2[CH:7]=[CH:8][N:9]=[C:10](Cl)[C:5]2=[N:4][CH:3]=1.C(OC([N:19]1[CH2:24][CH2:23][CH:22]([NH2:25])[CH2:21][CH2:20]1)=O)(C)(C)C.CS[C:28]1[N:33]=[C:32]([Sn](CCCC)(CCCC)CCCC)[CH:31]=[CH:30][N:29]=1.[NH2:47][CH:48]1[CH2:53][CH2:52][O:51][CH2:50][CH2:49]1>>[NH:19]1[CH2:20][CH2:21][CH:22]([NH:25][C:10]2[C:5]3[N:6]([C:2]([C:32]4[CH:31]=[CH:30][N:29]=[C:28]([NH:47][CH:48]5[CH2:53][CH2:52][O:51][CH2:50][CH2:49]5)[N:33]=4)=[CH:3][N:4]=3)[CH:7]=[CH:8][N:9]=2)[CH2:23][CH2:24]1. Procedure: Piperidin-4-yl-{3-[2-(tetrahydro-pyran-4-ylamino)-pyrimidin-4-yl]-imidazo[1,2-a]pyrazin-8-yl}-amine was prepared by a process analogous to that described in Example 12 starting from 3-bromo-8-chloro-imidazo[1,2-a]pyrazine (from Example 1 supra), 4-amino-piperidine-1-carboxylic acid tert-butyl ester, 2-methylsulfanyl-4-tributylstannanyl-pyrimidine, and 4-amino-tetrahydropyran. LC-MS: [M+H]+ 395.4.